This data is from the Open Reaction Database (ORD), a public repository of structured organic reaction records. The task is: describe an organic reaction: reactants, conditions, products, and yield The reactants are CON=C(C(=O)OC)C=1NC=CC1 (Methyl pyrrol-2-ylglyoxylate O-methyloxime), CC1=C(CBr)C=CC=C1 (o-methylbenzyl bromide), CC(C)(C)[O-].[K+] (potassium tert-butylate), C1COCCOCCOCCOCCOCCO1 (18-crown-6). Run in CCOCC (ether), CCOCC (ether), CCOCC (ether). Run at time 30 minute. The product is CON=C(C(=O)OC)C=1N(C=CC1)CC1=C(C=CC=C1)C (Methyl N-(o-methylbenzyl)-pyrrol-2-ylglyoxylate O-methyloxime). Yield: 52.1%. Reaction SMILES: CC([O-])(C)C.[K+].C1OCCOCCOCCOCCOCCOC1.[CH3:25][O:26][N:27]=[C:28]([C:33]1[NH:34][CH:35]=[CH:36][CH:37]=1)[C:29]([O:31][CH3:32])=[O:30].[CH3:38][C:39]1[CH:46]=[CH:45][CH:44]=[CH:43][C:40]=1[CH2:41]Br>CCOCC>[CH3:25][O:26][N:27]=[C:28]([C:33]1[N:34]([CH2:38][C:39]2[CH:46]=[CH:45][CH:44]=[CH:43][C:40]=2[CH3:41])[CH:35]=[CH:36][CH:37]=1)[C:29]([O:31][CH3:32])=[O:30] |f:0.1|. Procedure details: 4 g (35.7 mmol) of potassium tert-butylate are added to a solution of 730 mg (2.7 mmol) of 18-crown-6 in 50 ml of ether, after which a solution of 5 g (27.5 mmol) of the pyrrole from Example 18 in 50 ml of ether are added dropwise and stirring is carried out for 30 minutes at room temperature. Thereafter, a solution of 6.6 g (37.5 mmol) of o-methylbenzyl bromide in 25 ml of ether is added and stirring is carried out overnight at room temperature. The mixture is poured onto water and extracted wi... The reactants are CN, ClCC1COc2cc(Cl)ccc2O1. Product: CNCC1COc2cc(Cl)ccc2O1. As a reaction SMILES: [CH3:14][NH2:15].[Cl:1][c:2]1[cH:3][c:4]2[c:5]([cH:12][cH:13]1)[O:6][CH:7]([CH2:10][Cl:11])[CH2:8][O:9]2>>[Cl:1][c:2]1[cH:3][c:4]2[c:5]([cH:12][cH:13]1)[O:6][CH:7]([CH2:10][NH:15][CH3:14])[CH2:8][O:9]2. Starting materials: CNC=1C=C(C=CC1[N+](=O)[O-])O (3-(methylamino)-4-nitrophenol), CO (MeOH). The reagents and catalysts are [Fe] (Fe). Solvent: C(=O)O (HCOOH). Conditions: temperature 100 celsius. The product is CN1C=NC2=C1C=C(C=C2)O (1-methyl-1H-benzo[d]imidazol-6-ol). Reaction SMILES: [CH3:1][NH:2][C:3]1[CH:4]=[C:5]([OH:12])[CH:6]=[CH:7][C:8]=1[N+:9]([O-])=O.[CH3:13]O>C(O)=O.[Fe]>[CH3:1][N:2]1[C:3]2[CH:4]=[C:5]([OH:12])[CH:6]=[CH:7][C:8]=2[N:9]=[CH:13]1. Reported procedure: Fe Powder (4.33 g, 77.4 mmol) was added to a solution of 3-(methylamino)-4-nitrophenol (1.3 g, 7.74 mmol) in HCOOH (30 mL) and the mixture heated to 100° C. for 16 h. After cooling to room temperature, MeOH (250 mL) was added to mixture and filtered over a pad of Celite. The filtrate was collected, concentrated and the residue purified by column chromatography to give the crude desired product (1.2 g) and was used directly in the next step. LCMS (m/z): 149.06 (M+1). Starting materials: CN1C2CCC1CC(=O)C2, CC(=O)O, O=[N+]([O-])c1ccc2[nH]ccc2c1, [NH4+], [OH-]. The product is CN1C2C=C(c3c[nH]c4ccc([N+](=O)[O-])cc34)CC1CC2. RXN SMILES: [CH3:13][N:14]1[CH:15]2[CH2:16][CH2:17][CH:18]1[CH2:19][C:20](=[O:21])[CH2:22]2.[CH3:25][C:26](=[O:27])[OH:28].[N+:1](=[O:2])([O-:3])[c:4]1[cH:5][c:6]2[cH:7][cH:8][nH:9][c:10]2[cH:11][cH:12]1.[NH4+:24].[OH-:23]>>[N+:1](=[O:2])([O-:3])[c:4]1[cH:5][c:6]2[c:7]([C:20]3=[CH:22][CH:15]4[N:14]([CH3:13])[CH:18]([CH2:17][CH2:16]4)[CH2:19]3)[cH:8][nH:9][c:10]2[cH:11][cH:12]1. The reactants are [H-].[Na+] (sodium hydride), C(C)(=O)OCC (ethyl acetate), C(C)OP(=O)(OCC)CC(=O)OCC (ethyl diethylphosphonoacetate), COC1=C(C=C(C=O)C=C1)[N+](=O)[O-] (4-methoxy-3-nitrobenzaldehyde). Solvent: O (water), O1CCCC1 (tetrahydrofuran), O1CCCC1 (tetrahydrofuran). Conditions: time 30 minute. Product: COC1=C(C=C(C=C1)/C=C/C(=O)OCC)[N+](=O)[O-] (ethyl (E)-3-(4-methoxy-3-nitrophenyl)acrylate). Reaction SMILES: [H-].[Na+].C(OP([CH2:11][C:12]([O:14][CH2:15][CH3:16])=[O:13])(OCC)=O)C.[CH3:17][O:18][C:19]1[CH:26]=[CH:25][C:22]([CH:23]=O)=[CH:21][C:20]=1[N+:27]([O-:29])=[O:28].C(OCC)(=O)C>O1CCCC1.O>[CH3:17][O:18][C:19]1[CH:26]=[CH:25][C:22](/[CH:23]=[CH:11]/[C:12]([O:14][CH2:15][CH3:16])=[O:13])=[CH:21][C:20]=1[N+:27]([O-:29])=[O:28] |f:0.1|. Procedure: 2.40 g of sodium hydride (purity: 60%) was suspended in 60 ml of tetrahydrofuran. To the suspension was dropwise added 13.5 g of ethyl diethylphosphonoacetate with ice-cooling. The mixture was stirred for 30 minutes at room temperature. To the resulting reaction mixture was dropwise added a solution of 9.06 g of 4-methoxy-3-nitrobenzaldehyde dissolved in 30 ml of tetrahydrofuran, with ice-cooling. The mixture was stirred for 30 minutes at the same temperature. To the reaction mixture was added 1... RXN SMILES: [BH4-:18].[CH3:15][CH2:16][OH:17].[CH3:20][CH:21]([CH3:22])[O-:23].[CH3:25][CH:26]([CH3:27])[O-:28].[CH3:29][CH:30]([CH3:31])[O-:32].[CH3:33][CH:34]([CH3:35])[O-:36].[Cl:1][c:2]1[cH:3][c:4]2[c:5]([c:9]([C:11]([CH3:12])=[O:13])[cH:10]1)[O:6][CH2:7][O:8]2.[NH3:14].[Na+:19].[Ti+4:24]>>[Cl:1][c:2]1[cH:3][c:4]2[c:5]([c:9]([CH:11]([CH3:12])[NH2:14])[cH:10]1)[O:6][CH2:7][O:8]2. The reactants are [BH4-], CCO, CC(C)[O-], CC(C)[O-], CC(C)[O-], CC(C)[O-], CC(=O)c1cc(Cl)cc2c1OCO2, N, [Na+], [Ti+4]. The product is CC(N)c1cc(Cl)cc2c1OCO2. Reaction SMILES: [CH3:1][S:2][c:3]1[n:4][n:5][c:6]([CH2:10][c:11]2[cH:12][n:13][cH:14][cH:15][cH:16]2)[c:7](=[O:9])[nH:8]1.[CH:27]([OH:28])([CH3:29])[CH3:30].[s:17]1[c:18]([CH2:22][S:23][CH2:24][CH2:25][NH2:26])[n:19][cH:20][cH:21]1>>[c:3]1([NH:26][CH2:25][CH2:24][S:23][CH2:22][c:18]2[s:17][cH:21][cH:20][n:19]2)[n:4][n:5][c:6]([CH2:10][c:11]2[cH:12][n:13][cH:14][cH:15][cH:16]2)[c:7](=[O:9])[nH:8]1. Product: O=c1[nH]c(NCCSCc2nccs2)nnc1Cc1cccnc1. Starting materials: CSc1nnc(Cc2cccnc2)c(=O)[nH]1, CC(C)O, NCCSCc1nccs1. The reactants are O=C([O-])[O-], CS(C)=O, Clc1nc2ccccc2s1, [Cs+], [Cs+], O=C([O-])c1cc2cc(O)ccc2[nH]1. Product: O=C(O)c1cc2cc(Oc3nc4ccccc4s3)ccc2[nH]1. RXN SMILES: [C:14](=[O:15])([O-:16])[O-:17].[CH3:30][S:31]([CH3:32])=[O:33].[Cl:20][c:21]1[s:22][c:23]2[c:24]([n:25]1)[cH:26][cH:27][cH:28][cH:29]2.[Cs+:18].[Cs+:19].[OH:1][c:2]1[cH:3][c:4]2[cH:5][c:6]([C:11](=[O:12])[O-:13])[nH:7][c:8]2[cH:9][cH:10]1>>[O:1]([c:2]1[cH:3][c:4]2[cH:5][c:6]([C:11](=[O:12])[OH:13])[nH:7][c:8]2[cH:9][cH:10]1)[c:21]1[s:22][c:23]2[c:24]([n:25]1)[cH:26][cH:27][cH:28][cH:29]2. The reactants are C(C1=CC=CC=C1)Br (benzyl bromide), BrC1=CC=CC=2C(OCC21)=O (4-bromo-2-benzofuran-1(3H)-one), O (water). Solvent: CN(C=O)C (N,N-dimethylformamide), [OH-].[Na+] (sodium hydroxide). Conditions: time 14 day. The product is BrC=1C(=C(C(=O)OCC2=CC=CC=C2)C=CC1)CO (Benzyl 3-bromo-2-(hydroxymethyl)benzoate). RXN SMILES: [Br:1][C:2]1[C:10]2[CH2:9][O:8][C:7](=[O:11])[C:6]=2[CH:5]=[CH:4][CH:3]=1.[CH2:12](Br)[C:13]1[CH:18]=[CH:17][CH:16]=[CH:15][CH:14]=1.[OH2:20]>[OH-].[Na+].CN(C)C=O>[Br:1][C:2]1[C:10]([CH2:9][OH:8])=[C:6]([CH:5]=[CH:4][CH:3]=1)[C:7]([O:11][CH2:12][C:13]1[CH:18]=[CH:17][CH:16]=[CH:15][CH:14]=1)=[O:20] |f:3.4|. Procedure details: A solution of 4-bromo-2-benzofuran-1(3H)-one (4.02 g, 18.9 mmol) in aqueous sodium hydroxide solution (1M, 18.9 ml) was heated at 100° C. for 1 h. The solution was concentrated in vacuo and the residue was dissolved in toluene and re-concentrated. To a solution of the residue in N,N-dimethylformamide (20 ml) was added benzyl bromide (2.26 ml, 18.90 mmol) and the reaction mixture was stirred at room temperature for 14 days. The mixture was poured into water and the resulting precipitate was colle... Reactants: ClC1=NC(=C2N(C=NC2=N1)C)NC1CCCCC1 ((2-chloro-7-methyl-7H-purin-6-yl)cyclohexyl-amine), CC1=NNC(=C1)C (3,5-dimethylpyrazole). Yields the product C1(CCCCC1)NC1=C2N(C=NC2=NC(=N1)N1N=C(C=C1C)C)C (Cyclohexyl-[2-(3,5-dimethyl-pyrazol-1-yl)-7-methyl-7H-purin-6-yl]-amine). RXN SMILES: Cl[C:2]1[N:10]=[C:9]2[C:5]([N:6]([CH3:11])[CH:7]=[N:8]2)=[C:4]([NH:12][CH:13]2[CH2:18][CH2:17][CH2:16][CH2:15][CH2:14]2)[N:3]=1.[CH3:19][C:20]1[CH:24]=[C:23]([CH3:25])[NH:22][N:21]=1>>[CH:13]1([NH:12][C:4]2[N:3]=[C:2]([N:21]3[C:20]([CH3:19])=[CH:24][C:23]([CH3:25])=[N:22]3)[N:10]=[C:9]3[C:5]=2[N:6]([CH3:11])[CH:7]=[N:8]3)[CH2:18][CH2:17][CH2:16][CH2:15][CH2:14]1. Procedure: Was prepared according to Example 6 from (2-chloro-7-methyl-7H-purin-6-yl)cyclohexyl-amine and 3,5-dimethylpyrazole.